This data is from the Open Reaction Database (ORD), a public repository of structured organic reaction records. The task is: describe an organic reaction: reactants, conditions, products, and yield The reactants are ice water, N1=CC=CC2=C1NC1=C(C(N2)=O)C=CC=C1 (5,11-dihydro-6H-pyrido[2,3-b][1,4]benzodiazepin-6-one), Cl.CN1CC=C(C(=O)Cl)CC1 (1-methyl-1,2,5,6-tetrahydroisonicotinic acid chloride hydrochloride), C([O-])([O-])=O.[K+].[K+] (potassium carbonate). The solvent is C1(=CC=CC=C1)C (toluene). Product: C(C)(C)OC(C)C.CO (diisopropylether methanol). Reaction SMILES: N1C2N[C:8]3[CH:16]=[CH:15]C=CC=3[C:10](=[O:12])NC=2C=CC=1.Cl.CN1C[CH2:26][C:22]([C:23](Cl)=O)=CC1.C(=O)([O-])[O-:29].[K+].[K+]>C1(C)C=CC=CC=1>[CH:22]([O:29][CH:16]([CH3:15])[CH3:8])([CH3:23])[CH3:26].[CH3:10][OH:12] |f:1.2,3.4.5,7.8|. Reported procedure: A mixture of 10.6 gm (0.05 mol) of 5,11-dihydro-6H-pyrido[2,3-b][1,4]benzodiazepin-6-one, 10.8 gm (0.055 mol) of 1-methyl-1,2,5,6-tetrahydroisonicotinic acid chloride hydrochloride, 20.7 gm (0.15 mol) of potassium carbonate, and 200 ml of anhydrous toluene was refluxed for 48 hours under thorough stirring. After the mixture cooled, it was stirred into 500 ml of ice water, the organic layer was separated off, and the aqueous layer was exhaustively extracted with ethyl acetate. The combined organi... The reactants are CCCCc1noc(C)c1CO, C1CCOC1, COC(=O)c1cc(=O)[nH]o1, CCOC(=O)N=NC(=O)OCC, c1ccc(P(c2ccccc2)c2ccccc2)cc1. Yields the product CCCCc1noc(C)c1COc1cc(C(=O)OC)on1. RXN SMILES: [CH2:1]([CH2:2][CH2:3][CH3:4])[c:5]1[n:6][o:7][c:8]([CH3:12])[c:9]1[CH2:10][OH:11].[CH2:54]1[O:55][CH2:56][CH2:57][CH2:58]1.[CH3:13][O:14][C:15](=[O:16])[c:17]1[cH:18][c:19](=[O:22])[nH:20][o:21]1.[O:42]=[C:43]([O:44][CH2:45][CH3:46])[N:47]=[N:48][C:49]([O:50][CH2:51][CH3:52])=[O:53].[c:23]1([P:24]([c:25]2[cH:26][cH:27][cH:28][cH:29][cH:30]2)[c:31]2[cH:32][cH:33][cH:34][cH:35][cH:36]2)[cH:37][cH:38][cH:39][cH:40][cH:41]1>>[CH2:1]([CH2:2][CH2:3][CH3:4])[c:5]1[n:6][o:7][c:8]([CH3:12])[c:9]1[CH2:10][O:11][c:19]1[cH:18][c:17]([C:15]([O:14][CH3:13])=[O:16])[o:21][n:20]1. Starting materials: BrC=1C=C(C=C2C=CNC12)O (7-bromo-5-hydroxy-1H-indole), C(C)(=O)OCC (ethyl acetate), [OH-].[Na+] (NaOH), C1(=CC=CC=C1)S(=O)(=O)Cl (benzenesulfonyl chloride). Solvent: C1CCOC1 (THF). Reaction conditions: temperature 0 celsius, time 8 hour. Product: BrC=1C=C(C=C2C=CNC12)OS(=O)(=O)C1=CC=CC=C1 (Benzenesulfonic acid 7-bromo-1H-indol-5-yl ester). As a reaction SMILES: [Br:1][C:2]1[CH:3]=[C:4]([OH:11])[CH:5]=[C:6]2[C:10]=1[NH:9][CH:8]=[CH:7]2.[OH-].[Na+].[C:14]1([S:20](Cl)(=[O:22])=[O:21])[CH:19]=[CH:18][CH:17]=[CH:16][CH:15]=1.C(OCC)(=O)C>C1COCC1>[Br:1][C:2]1[CH:3]=[C:4]([O:11][S:20]([C:14]2[CH:19]=[CH:18][CH:17]=[CH:16][CH:15]=2)(=[O:22])=[O:21])[CH:5]=[C:6]2[C:10]=1[NH:9][CH:8]=[CH:7]2 |f:1.2|. Procedure: Combine 7-bromo-5-hydroxy-1H-indole and 0.2 N NaOH (1.1 eq.) in THF. Cool to about 0° C. before adding benzenesulfonyl chloride (1.10 eq.). Allow the reaction mixture to warm to ambient temperature. After 8 hours, pour into ethyl acetate, wash with water, dry the organic layer over Na2SO4 and concentrate. Purify to give the title compound. Reactants: C(C)OCC (diethyl ether), CC=1C(=CC2=C(OCCO2)C1)C(=O)O (7-methyl-2,3-dihydrobenzo[b][1,4]dioxine-6-carboxylic acid), Cl (hydrochloric acid), S(=O)(Cl)Cl (thionyl chloride). The solvent is C(C)O (ethanol). Reaction conditions: temperature 0 celsius, time 1 hour. Product: CC=1C(=CC2=C(OCCO2)C1)C(=O)OCC (ethyl 7-methyl-2,3-dihydrobenzo[b][1,4]dioxine-6-carboxylate). Yield: 89.0%. Reaction SMILES: [CH3:1][C:2]1[C:3]([C:12]([OH:14])=[O:13])=[CH:4][C:5]2[O:10][CH2:9][CH2:8][O:7][C:6]=2[CH:11]=1.S(Cl)(Cl)=O.Cl.[CH2:20](OCC)[CH3:21]>C(O)C>[CH3:1][C:2]1[C:3]([C:12]([O:14][CH2:20][CH3:21])=[O:13])=[CH:4][C:5]2[O:10][CH2:9][CH2:8][O:7][C:6]=2[CH:11]=1. Procedure details: A mixture of 7-methyl-2,3-dihydrobenzo[b][1,4]dioxine-6-carboxylic acid (1.72 g, 8.8 mmol) in ethanol (100 mL) was cooled to 0° C. and stirred for 1 h prior to dropwise addition of thionyl chloride (3.9 mL, 53.2 mmol) over 1 h. After this time, the mixture was warmed to room temperature for 1 h, then transferred to an oil bath, and heated to 70° C. overnight. The mixture was then cooled to room temperature and 2 N hydrochloric acid (50 mL) added slowly followed by diethyl ether (50 mL). The aque... Yields the product CC1=C(C=CC=C1)N1CCC=2C(=NC=3C(=CC=CC3C21)OCC(C(F)(F)F)(F)F)NCCCO (1-(2-methylphenyl)-4-[(3-hydroxypropyl)amino]-6-β,β,γ,γ,γ-pentafluoropropyloxy-2,3-dihydropyrrolo[3,2-c]quinoline). As a reaction SMILES: [CH3:1][C:2]1[CH:7]=[CH:6][CH:5]=[CH:4][C:3]=1[N:8]1[C:20]2[C:19]3[CH:18]=[CH:17][CH:16]=[C:15]([O:21][CH2:22][C:23]([F:29])([F:28])[C:24]([F:27])([F:26])[F:25])[C:14]=3[N:13]=[C:12](Cl)[C:11]=2[CH2:10][CH2:9]1.[NH2:31][CH2:32][CH2:33][CH2:34][OH:35]>>[CH3:1][C:2]1[CH:7]=[CH:6][CH:5]=[CH:4][C:3]=1[N:8]1[C:20]2[C:19]3[CH:18]=[CH:17][CH:16]=[C:15]([O:21][CH2:22][C:23]([F:29])([F:28])[C:24]([F:27])([F:26])[F:25])[C:14]=3[N:13]=[C:12]([NH:31][CH2:32][CH2:33][CH2:34][OH:35])[C:11]=2[CH2:10][CH2:9]1. Reactants: CC1=C(C=CC=C1)N1CCC=2C(=NC=3C(=CC=CC3C21)OCC(C(F)(F)F)(F)F)Cl (1-(2-Methylphenyl)-4-chloro-6-β,β,γ,γ,γ-pentafluoropropyloxy-2,3-dihydropyrrolo[3,2-c]quinoline), NCCCO (3-amino-1-propanol). Procedure details: 1-(2-Methylphenyl)-4-chloro-6-β,β,γ,γ,γ-pentafluoropropyloxy-2,3-dihydropyrrolo[3,2-c]quinoline(570 mg, 1.2 mmol) was dissolved in 3-amino-1-propanol(5.0 ml), and reacted at the same condition of Step 6 in the Example 57 to obtain 260 mg of desired compound as solid in 42% of yield. RXN SMILES: [Cl:1][C:2]1[CH:8]=[C:7]([CH3:9])[C:5](N)=[C:4]([CH3:10])[CH:3]=1.N([O-])=O.[Na+].S(=O)(=O)(O)N.[BrH:20]>O>[Cl:1][C:2]1[CH:8]=[C:7]([CH3:9])[C:5]([Br:20])=[C:4]([CH3:10])[CH:3]=1 |f:1.2|. Yields the product ClC1=CC(=C(C(=C1)C)Br)C (4-Chloro-2,6-dimethylbromobenzene). Conditions: temperature 80 celsius, time 15 minute. Reported procedure: To an initial charge of 65 ml of 48% aqueous HBr are added, in portions, 15.56 g [0.1 mol] of 4-chloro-2,6-dimethylaniline. The resulting thick suspension is stirred at 80° C. for 15 minutes. It is then cooled to −10° C., and a solution of 8 g [0.116 mol] of NaNO2 in 35 ml of water is added dropwise within approx. 40 minutes at such a rate that the temperature does not exceed −5° C. 80 mg of sulphamic acid are added. Then the suspension of the diazonium salt cooled to −10° C. is metered within a... The solvent is O (water), O (water). Starting materials: ClC1=CC(=C(N)C(=C1)C)C (4-chloro-2,6-dimethylaniline), diazonium salt, Br (HBr), FeSO4, Br (HBr), S(N)(O)(=O)=O (sulphamic acid), N(=O)[O-].[Na+] (NaNO2). The reactants are BrC1=CC=C(C=C1)S(=O)(=O)Cl (4-bromobenzenesulfonyl chloride), C(C(C)(C)C)O (neopentyl alcohol). Run in N1=CC=CC=C1 (pyridine). The product is CC(COS(=O)(=O)C1=CC=C(C=C1)Br)(C)C (4-bromo-benzenesulfonic acid 2,2-dimethyl-propyl ester). Yield: 84.7%. Reaction SMILES: [Br:1][C:2]1[CH:7]=[CH:6][C:5]([S:8](Cl)(=[O:10])=[O:9])=[CH:4][CH:3]=1.[CH2:12]([OH:17])[C:13]([CH3:16])([CH3:15])[CH3:14]>N1C=CC=CC=1>[CH3:14][C:13]([CH3:16])([CH3:15])[CH2:12][O:17][S:8]([C:5]1[CH:6]=[CH:7][C:2]([Br:1])=[CH:3][CH:4]=1)(=[O:10])=[O:9]. Procedure details: Add 4-bromobenzenesulfonyl chloride (2.20 g, 8.61 mmol) and pyridine (30 mL) to a round bottom flask. At ambient temperature, with stirring, add neopentyl alcohol (1.39 mL, 12.91 mmol). After stirring the reaction overnight at ambient temperature quench the reaction with saturated aqueous sodium bicarbonate and extract it with ethyl acetate. Wash the combined extracts with saturated aqueous sodium bicarbonate, 0.05 N aqueous hydrochloric acid and brine, then dry (sodium sulfate), and concentrate... Starting materials: C[Si](C)(C)[N-][Si](C)(C)C.[Na+] (NaHMDS), ClC1=CC2=C(SC=C2CP(OCC)(=O)C)C=C1 (ethyl (5-chlorobenzo[b]thiophen-3-yl)methyl(methyl)phosphinate), CC(C)(C)OC (MTBE), C(=O)=O (CO2). Run in C1CCOC1 (THF), C1CCOC1 (THF). Run at temperature -20 celsius. Product: ClC1=CC2=C(SC=C2C(C(=O)O)P(=O)(C)OCC)C=C1 ((5-Chloro-benzo[b]thiophen-3-yl)-(ethoxy-methyl-phosphinoyl)-acetic acid). As a reaction SMILES: [Cl:1][C:2]1[CH:17]=[CH:16][C:5]2[S:6][CH:7]=[C:8]([CH2:9][P:10]([CH3:15])(=[O:14])[O:11][CH2:12][CH3:13])[C:4]=2[CH:3]=1.C[Si]([N-][Si](C)(C)C)(C)C.[Na+].[C:28](=[O:30])=[O:29].CC(OC)(C)C>C1COCC1>[Cl:1][C:2]1[CH:17]=[CH:16][C:5]2[S:6][CH:7]=[C:8]([CH:9]([P:10]([O:11][CH2:12][CH3:13])([CH3:15])=[O:14])[C:28]([OH:30])=[O:29])[C:4]=2[CH:3]=1 |f:1.2|. Procedure details: To a dry 4N 300 ml flask equipped with magnetic stirrer, nitrogen inlet, temperature probe and addition port was added ethyl (5-chlorobenzo[b]thiophen-3-yl)methyl(methyl)phosphinate (12.7, 43.99 mmol) and dry THF (15 mL) under nitrogen. The resulting solution was cooled to −20° C. To the mixture was then added a 40% (2.2 M) NaHMDS solution in THF (25 mL), maintaining the temperature below 10° C. Following the base addition, CO2 was bubbled cautiously until no exotherm was observed, while maintai... Reactants: BrC1=CC=C(C=C1)I (1-bromo-4-iodobenzene), FC(C(F)(F)F)(C1=CC=C(C=C1)N1N=C(N=C1)C1=CC=C(C=C1)C)F (1-(4-Pentafluoroethyl-phenyl)-3-p-tolyl-1H-[1,2,4]triazole), FC(C(F)(F)F)(F)I (Pentafluoroethyl iodide). The reagents and catalysts are [Cu] (copper(0)). Solvent: CS(=O)C (DMSO). The product is BrC1=CC=C(C=C1)C(C(F)(F)F)(F)F (1-bromo-4-pentafluoroethylbenzene), IC1=CC=C(C=C1)C(C(F)(F)F)(F)F (1-iodo-4-pentafluoroethylbenzene). Reaction SMILES: [F:1][C:2]([F:25])([C:7]1[CH:12]=[CH:11][C:10](N2C=NC(C3C=CC(C)=CC=3)=N2)=[CH:9][CH:8]=1)[C:3]([F:6])([F:5])[F:4].[F:26][C:27](I)([F:32])[C:28]([F:31])([F:30])[F:29].[Br:34][C:35]1[CH:40]=[CH:39][C:38]([I:41])=[CH:37][CH:36]=1>[Cu].CS(C)=O>[Br:34][C:10]1[CH:11]=[CH:12][C:7]([C:2]([F:25])([F:1])[C:3]([F:6])([F:5])[F:4])=[CH:8][CH:9]=1.[I:41][C:38]1[CH:39]=[CH:40][C:35]([C:27]([F:32])([F:26])[C:28]([F:31])([F:30])[F:29])=[CH:36][CH:37]=1. Procedure details: 1-(4-Pentafluoroethyl-phenyl)-3-p-tolyl-1H-[1,2,4]triazole. Pentafluoroethyl iodide (521 mg, 2.12 mmol) was condensed into a vial containing 1-bromo-4-iodobenzene (300 mg, 1.06 mmol), copper(0) powder (135 mg, 2.12 mmol), and DMSO (5 mL). The vial was then sealed and subjected to microwave irradiation at 150° C. for 60 min. GC-MS proved consumption of the starting material yielding both 1-bromo-4-pentafluoroethylbenzene and 1-iodo-4-pentafluoroethylbenzene intermediates. The mixture (1.06 mmol) ... Starting materials: C(C)N1CCN(CC1)C1=NC(=CC2=CC=CC=C12)C1=CC=C(C=C1)C(CCC)=O (1-(4-Ethylpiperazin-1-yl)-3-(4-butyrylphenyl)isoquinoline), Cl.NO (hydroxylamine hydrochloride), C(C)(=O)[O-].[Na+] (sodium acetate). Run in C(C)O (ethanol), O (water). The product is C(C)N1CCN(CC1)C1=NC(=CC2=CC=CC=C12)C1=CC=C(C=C1)C(CCC)=NO (1-(4-ethylpiperazin-1-yl)-3-[4-(1-hydroxyiminobutyl)phenyl]isoquinoline). Isolated yield 82.0%. Reaction SMILES: [CH2:1]([N:3]1[CH2:8][CH2:7][N:6]([C:9]2[C:18]3[C:13](=[CH:14][CH:15]=[CH:16][CH:17]=3)[CH:12]=[C:11]([C:19]3[CH:24]=[CH:23][C:22]([C:25](=O)[CH2:26][CH2:27][CH3:28])=[CH:21][CH:20]=3)[N:10]=2)[CH2:5][CH2:4]1)[CH3:2].Cl.[NH2:31][OH:32].C([O-])(=O)C.[Na+]>C(O)C.O>[CH2:1]([N:3]1[CH2:8][CH2:7][N:6]([C:9]2[C:18]3[C:13](=[CH:14][CH:15]=[CH:16][CH:17]=3)[CH:12]=[C:11]([C:19]3[CH:24]=[CH:23][C:22]([C:25](=[N:31][OH:32])[CH2:26][CH2:27][CH3:28])=[CH:21][CH:20]=3)[N:10]=2)[CH2:5][CH2:4]1)[CH3:2] |f:1.2,3.4|. Procedure details: 1-(4-Ethylpiperazin-1-yl)-3-(4-butyrylphenyl)isoquinoline (0.27 g) obtained in the previous Example was dissolved in ethanol (40 ml), to which was then added a solution of hydroxylamine hydrochloride (0.14 g) and sodium acetate (0.22 g) dissolved in water (10 ml), and the mixture was heated under reflux. The solvent was evaporated, and the resulting residue was purified by NH-silica gel column chromatography (ethyl acetate/methanol system), to give 0.23 g of the free compound of the title compou...